This data is from the Open Reaction Database (ORD), a public repository of structured organic reaction records. The task is: describe an organic reaction: reactants, conditions, products, and yield Reactants: O1CCCC=C1OCCCC1=C(C2=CC=CC=C2C=C1)C(=O)OCC1=CC=CC=C1 (Phenylmethyl 2-[3-(3,4-dihydro-2H-pyran-6-yloxy)propyl]-1-naphthalenecarboxylate), O.C1(=CC=C(C=C1)S(=O)(=O)O)C (para-toluenesulfonic acid hydrate). Run in CO (methanol). Run at time 2 hour. Product: OCCCC1=C(C2=CC=CC=C2C=C1)C(=O)OCC1=CC=CC=C1 (Phenylmethyl 2-(3-hydroxypropyl)-1-naphthalenecarboxylate). Isolated yield 94.6%. RXN SMILES: O1C([O:7][CH2:8][CH2:9][CH2:10][C:11]2[CH:20]=[CH:19][C:18]3[C:13](=[CH:14][CH:15]=[CH:16][CH:17]=3)[C:12]=2[C:21]([O:23][CH2:24][C:25]2[CH:30]=[CH:29][CH:28]=[CH:27][CH:26]=2)=[O:22])=CCCC1.O.C1(C)C=CC(S(O)(=O)=O)=CC=1>CO>[OH:7][CH2:8][CH2:9][CH2:10][C:11]1[CH:20]=[CH:19][C:18]2[C:13](=[CH:14][CH:15]=[CH:16][CH:17]=2)[C:12]=1[C:21]([O:23][CH2:24][C:25]1[CH:30]=[CH:29][CH:28]=[CH:27][CH:26]=1)=[O:22] |f:1.2|. Reported procedure: A solution of Example 10D (2.0 g, 4.95 mmol) in methanol was treated with para-toluenesulfonic acid hydrate (84 mg, 0.44 mmol), stirred at room temperature for 2 hours, partitioned between ethyl acetate and water, dried (Na2SO4), filtered, concentrated and purified on silica gel with 30% ethyl acetate/hexanes to provide 1.5 g (95%) of the desired compound as an yellow oil.